Dataset: the Open Reaction Database (ORD), a public repository of structured organic reaction records. Task: describe an organic reaction: reactants, conditions, products, and yield Reactants: CCOC(=O)N1CCC(=O)CC1, CO, [K+], [OH-], c1cnc2[nH]ccc2c1. The product is CCOC(=O)N1CC=C(c2c[nH]c3ncccc23)CC1. As a reaction SMILES: [CH2:10]([CH3:11])[O:12][C:13](=[O:14])[N:15]1[CH2:16][CH2:17][C:18](=[O:21])[CH2:19][CH2:20]1.[CH3:24][OH:25].[K+:23].[OH-:22].[nH:1]1[cH:2][cH:3][c:4]2[cH:5][cH:6][cH:7][n:8][c:9]12>>[nH:1]1[cH:2][c:3]([C:18]2=[CH:17][CH2:16][N:15]([C:13]([O:12][CH2:10][CH3:11])=[O:14])[CH2:20][CH2:19]2)[c:4]2[cH:5][cH:6][cH:7][n:8][c:9]12. Starting materials: CC(=O)[O-], CO, N#CBr, NC(C=Cc1ccc([N+](=O)[O-])cc1)CO, N, [Na+]. Product: NC1=NC(C=Cc2ccc([N+](=O)[O-])cc2)CO1. Reaction SMILES: [CH3:17][C:18](=[O:19])[O-:20].[CH3:25][OH:26].[N:21]#[C:22][Br:23].[NH2:1][CH:2]([CH2:3][OH:4])[CH:5]=[CH:6][c:7]1[cH:8][cH:9][c:10]([N+:13](=[O:14])[O-:15])[cH:11][cH:12]1.[NH3:24].[Na+:16]>>[N:1]1=[C:22]([NH2:21])[O:4][CH2:3][CH:2]1[CH:5]=[CH:6][c:7]1[cH:8][cH:9][c:10]([N+:13](=[O:14])[O-:15])[cH:11][cH:12]1. Reactants: C(CC(=O)OCC)(=O)OCC (Diethyl malonate), [H-].[Na+] (sodium hydride), COC1=C(C(=CC(=C1)F)F)Br (2-methoxy-4,6-difluorobromobenzene), Cl (hydrochloric acid). Reagents/catalysts: [Cu]Br (copper (I) bromide). Solvent: O1CCOCC1 (1,4-dioxane), O1CCOCC1 (1,4-dioxane). Conditions: temperature 60 celsius, time 10 minute. Yields the product FC1=CC(=C(C(=C1)F)C(C(=O)OCC)C(=O)OCC)OC (diethyl (4,6-difluoro-2-methoxyphenyl)-malonate). Yield: 58.2%. RXN SMILES: [C:1]([O:9][CH2:10][CH3:11])(=[O:8])[CH2:2][C:3]([O:5][CH2:6][CH3:7])=[O:4].[H-].[Na+].[CH3:14][O:15][C:16]1[CH:21]=[C:20]([F:22])[CH:19]=[C:18]([F:23])[C:17]=1Br.Cl>[Cu]Br.O1CCOCC1>[F:22][C:20]1[CH:19]=[C:18]([F:23])[C:17]([CH:2]([C:3]([O:5][CH2:6][CH3:7])=[O:4])[C:1]([O:9][CH2:10][CH3:11])=[O:8])=[C:16]([O:15][CH3:14])[CH:21]=1 |f:1.2|. Reported procedure: Diethyl malonate (0.49 mol) was added to a mixture of sodium hydride (0.51 mol) and 1,4-dioxane (140 ml) at 60° C. within 2 hours. The mixture was stirred for 10 minutes at 60° C. and copper (I) bromide (0.05 mol) was added. After 15 minutes, a mixture of 2-methoxy-4,6-difluorobromobenzene (0.25 mol) and 1,4-dioxane (10 ml) was added. The reaction mixture was stirred at about 100° C. for about 15 hours. After cooling to about 15 to 20° C. 35 ml of 12N hydrochloric acid were added. The precipitat... Run in C(C)O (ethanol). The reactants are ice, ClC1=C(C=C(C=C1)Cl)C(C(=CN(C)C)N1C(C2=CC=CC=C2C1=O)=O)=O (2-(3-(2,5-Dichlorophenyl)-1-(dimethylamino)-3-oxoprop-1-en-2-yl)isoindoline-1,3-dione), CNN (methylhydrazine). Procedure: To an ice-cooled solution of 2-(3-(2,5-Dichlorophenyl)-1-(dimethylamino)-3-oxoprop-1-en-2-yl)isoindoline-1,3-dione (0.050 g, 0.13 mmol) in ethanol (6 mL) was added 40% aqueous methylhydrazine solution (45 mg, 0.39 mmol). The mixture was then heated at reflux for 3 hours. The reaction mixture was then concentrated and purified by flash column chromatography to afford 3-(2,5-dichlorophenyl)-1-methyl-1H-pyrazol-4-amine as a solid (12 mg, 38% yield). 1H NMR (400 MHz, CDCl3): 7.50 (d, J=3.6 Hz, 1H), ... The product is ClC1=C(C=C(C=C1)Cl)C1=NN(C=C1N)C (3-(2,5-dichlorophenyl)-1-methyl-1H-pyrazol-4-amine). Yield: 38.1%. RXN SMILES: [Cl:1][C:2]1[CH:7]=[CH:6][C:5]([Cl:8])=[CH:4][C:3]=1[C:9](=O)[C:10]([N:15]1C(=O)C2C(=CC=CC=2)C1=O)=[CH:11][N:12](C)[CH3:13].C[NH:28]N>C(O)C>[Cl:1][C:2]1[CH:7]=[CH:6][C:5]([Cl:8])=[CH:4][C:3]=1[C:9]1[C:10]([NH2:15])=[CH:11][N:12]([CH3:13])[N:28]=1. Reactants: FC1=CC=C(C=C1)C=1C=NC(NN1)=O (6-(4-fluorophenyl)-1,2,4-triazin-3(2H)-one), P(=O)(Cl)(Cl)Cl (phosphoryl chloride). Solvent: C(Cl)(Cl)Cl (chloroform). Product: ClC=1N=NC(=CN1)C1=CC=C(C=C1)F (3-Chloro-6-(4-fluorophenyl)-1,2,4-triazine). RXN SMILES: [F:1][C:2]1[CH:7]=[CH:6][C:5]([C:8]2[CH:9]=[N:10][C:11](=O)[NH:12][N:13]=2)=[CH:4][CH:3]=1.P(Cl)(Cl)([Cl:17])=O>C(Cl)(Cl)Cl>[Cl:17][C:11]1[N:12]=[N:13][C:8]([C:5]2[CH:6]=[CH:7][C:2]([F:1])=[CH:3][CH:4]=2)=[CH:9][N:10]=1. Reported procedure: A mixture of 6-(4-fluorophenyl)-1,2,4-triazin-3(2H)-one (1.0 g, 5.23 mmol) and phosphoryl chloride (8.0 mL) in chloroform (5.0 mL) was heated under reflux conditions overnight. After cooling, the volatiles were removed under reduced pressure. The residue was dissolved in dichloromethane (60 mL) and was poured into ice with stirring. The mixture was neutralized with aqueous 2N potassium carbonate and filtered through a pad of Celite. The organic layer was separated and the aqueous layer was extra...